Dataset: the Open Reaction Database (ORD), a public repository of structured organic reaction records. Task: describe an organic reaction: reactants, conditions, products, and yield The reactants are FC=1C=C(C2=C(C=CO2)C1)C(C(=O)N)C (2-(5-fluorobenzofur-7-yl)propionamide), FC=1C=C(C2=C(C=CO2)C1)CCN (2-(5-fluorobenzofur-7-yl)-1-aminoethane), B (borane), amine, C(C(=O)O)(=O)O (oxalic acid). The product is C(C(=O)O)(=O)O.FC=1C=C(C2=C(C=CO2)C1)CCN (2-(5-fluorobenzofur-7-yl)-1-aminoethane oxalate). Reaction SMILES: [F:1][C:2]1[CH:3]=[C:4]([CH:11](C)[C:12]([NH2:14])=O)[C:5]2[O:9][CH:8]=[CH:7][C:6]=2[CH:10]=1.FC1C=C(CCN)C2OC=CC=2C=1.B.[C:30]([OH:35])(=[O:34])[C:31]([OH:33])=[O:32]>>[C:30]([OH:35])(=[O:34])[C:31]([OH:33])=[O:32].[F:1][C:2]1[CH:3]=[C:4]([CH2:11][CH2:12][NH2:14])[C:5]2[O:9][CH:8]=[CH:7][C:6]=2[CH:10]=1 |f:4.5|. Procedure details: Beginning with 2-(5-fluorobenzofur-7-yl)propionamide (EXAMPLE 39), 2-(5-fluorobenzofur-7-yl)-1-aminoethane was prepared by borane reduction essentially as described in EXAMPLE 39. This amine was treated with oxalic acid to provide the title compound. The reactants are C(CC)C=1C=C(C(=CC1)O)O (4-propyl-1,2- benzenediol). The reagents and catalysts are [Cu] (copper). Product: C(CC)C1=CC2=C(OCC(CO2)=O)C=C1 (7-propyl-2H,4H-1,5-benzodioxepin-3-one). Reaction SMILES: [CH2:1]([C:4]1[CH:5]=[C:6]([OH:11])[C:7]([OH:10])=[CH:8][CH:9]=1)[CH2:2][CH3:3]>[Cu]>[CH2:1]([C:4]1[CH:9]=[CH:8][C:7]2[O:10][CH2:6][C:7](=[O:10])[CH2:8][O:11][C:6]=2[CH:5]=1)[CH2:2][CH3:3]. Reported procedure: This compound was prepared using known reactions, starting from 97% pure 4-propyl-1,2- benzenediol. This starting product, having an odor of the copper, phenolic, slightly fatty type, was converted in an analogous way to that described in U.S. Pat. No. 3,799,892 to give a crude product which, after purification and crystallization in heptane at -20° C., gave 7-propyl-2H,4H-1,5-benzodioxepin-3-one with a purity above 99%, showing the following spectral data: The reactants are FC1=CC=C(C=C1)C1(OC(C2=C1C=CC=C2)=O)C(=O)N (1-(4-Fluorophenyl)-3-oxo-1,3-dihydro-2-benzofuran-1-carboxamide), N[C@H]1[C@@H](CCCC1)N (trans 1,2-diaminocyclohexane), C1(=CC=CC=C1)C (toluene). The solvent is O (water). Product: FC1=CC=C(C=C1)C1(C=2N(C(C3=CC=CC=C13)=O)C1C(N2)CCCC1)O (6-(4-Fluorophenyl)-6-hydroxy-1,3,4,4a,6,12a-hexahydrobenzimidazo[1,2-b]isoquinolin-11(2H)-one). Isolated yield 41.8%. RXN SMILES: [F:1][C:2]1[CH:7]=[CH:6][C:5]([C:8]2([C:18]([NH2:20])=O)[C:12]3[CH:13]=[CH:14][CH:15]=[CH:16][C:11]=3[C:10](=[O:17])[O:9]2)=[CH:4][CH:3]=1.[NH2:21][C@@H:22]1[CH2:27][CH2:26][CH2:25][CH2:24][C@H:23]1N.C1(C)C=CC=CC=1>O>[F:1][C:2]1[CH:7]=[CH:6][C:5]([C:8]2([OH:9])[C:12]3[C:11](=[CH:16][CH:15]=[CH:14][CH:13]=3)[C:10](=[O:17])[N:21]3[CH:22]4[CH2:27][CH2:26][CH2:25][CH2:24][CH:23]4[N:20]=[C:18]23)=[CH:4][CH:3]=1. Procedure details: A mixture of 1-(4-fluorophenyl)-3-oxo-1,3-dihydro-2-benzofuran-1-carboxamide (5 g) (Step 1 of Example 2), trans 1,2-diaminocyclohexane (8.3 g), and toluene (75 mL) was heated at reflux for 66 h in a flask equipped with a water separator. The mixture was evaporated to dryness and the residual gum was extracted with hexane. The residue was chromatographed over silica gel and eluted with 10% methanol in methylene. Crystallization from ethyl acetate afforded the title compound (2.7 g) as a white sol... The reactants are [Cl-].[NH4+] (ammonium chloride), [N-]=[N+]=[N-].[Na+] (sodium azide), C(#N)C=1C=C(C=CC1)N1C(C2=C(N3CCC[C@H]3C1)N=C(N=C2)SC)=O ((S)-5-(3-Cyanophenyl)-9-methylthio-1,2,3,3a,4,5-hexahydro-5,8,10,10b-tetraazabenzo[e]azulen-6-one). Run in CN(C)C=O (DMF). Reaction conditions: temperature 100 celsius, time 9.5 hour. The product is CSC=1N=CC2=C(N3CCC[C@H]3CN(C2=O)C2=CC(=CC=C2)C=2N=NNN2)N1 ((S)-9-methylthio-5-[3-(2H-tetrazol-5-yl)phenyl]-1,2,3,3a,4,5-hexahydro-5,8,10,10b-tetraazabenzo[e]azulen-6-one). The yield is 27.4%. Reaction SMILES: [C:1]([C:3]1[CH:4]=[C:5]([N:9]2[CH2:18][C@H:17]3[N:13]([CH2:14][CH2:15][CH2:16]3)[C:12]3[N:19]=[C:20]([S:23][CH3:24])[N:21]=[CH:22][C:11]=3[C:10]2=[O:25])[CH:6]=[CH:7][CH:8]=1)#[N:2].[Cl-].[NH4+].[N-:28]=[N+:29]=[N-:30].[Na+]>CN(C=O)C>[CH3:24][S:23][C:20]1[N:21]=[CH:22][C:11]2[C:10](=[O:25])[N:9]([C:5]3[CH:6]=[CH:7][CH:8]=[C:3]([C:1]4[N:28]=[N:29][NH:30][N:2]=4)[CH:4]=3)[CH2:18][C@H:17]3[N:13]([CH2:14][CH2:15][CH2:16]3)[C:12]=2[N:19]=1 |f:1.2,3.4|. Procedure details: (S)-5-(3-Cyanophenyl)-9-methylthio-1,2,3,3a,4,5-hexahydro-5,8,10,10b-tetraazabenzo[e]azulen-6-one (366 mg, 1.04 mol) obtained in Step 1 of Example 71 was dissolved in DMF (7 mL), and the mixture was stirred at 100° C. for 9.5 hours after adding ammonium chloride (222 mg, 4.16 mmol) and sodium azide (176 mg, 2.71 mmol). The mixture was extracted by addition of ethyl acetate and water. The aqueous layer was collected, and the pH was adjusted to 5 with 1 mol/L hydrochloric acid. After extraction wi... Reaction SMILES: [CH3:27][CH2:28][OH:29].[CH:11]([N:12]([CH:13]([CH3:14])[CH3:15])[CH2:16][CH3:17])([CH3:18])[CH3:19].[N+:1](=[O:2])([O-:3])[c:4]1[n:5][cH:6][c:7]([Br:10])[cH:8][cH:9]1.[OH:20][CH:21]1[CH2:22][N:23]([OH:26])[CH2:24][CH2:25]1>>[N+:1](=[O:2])([O-:3])[c:4]1[n:5][cH:6][c:7]([N:23]2[CH2:22][CH:21]([OH:20])[CH2:25][CH2:24]2)[cH:8][cH:9]1. The reactants are CCO, CCN(C(C)C)C(C)C, O=[N+]([O-])c1ccc(Br)cn1, OC1CCN(O)C1. Yields the product O=[N+]([O-])c1ccc(N2CCC(O)C2)cn1. Reactants: C(CCCCCCCCCCC\C=C/CCCCCCCC)(=O)O (erucic acid), C(O)CN (ethanolamine). Reagents/catalysts: CCCC[O-].CCCC[O-].CCCC[O-].CCCC[O-].[Ti+4] (titanium tetrabutylate). Product: C(CCCCCCCCCCC=CCCCCCCCC)C=1OCCN1 (2-(12-heneicosenyl)-2-oxazoline). As a reaction SMILES: [C:1]([OH:24])(=O)[CH2:2][CH2:3][CH2:4][CH2:5][CH2:6][CH2:7][CH2:8][CH2:9][CH2:10][CH2:11][CH2:12]/[CH:13]=[CH:14]\[CH2:15][CH2:16][CH2:17][CH2:18][CH2:19][CH2:20][CH2:21][CH3:22].[CH2:25]([CH2:27][NH2:28])O>CCCC[O-].CCCC[O-].CCCC[O-].CCCC[O-].[Ti+4]>[CH2:2]([C:1]1[O:24][CH2:25][CH2:27][N:28]=1)[CH2:3][CH2:4][CH2:5][CH2:6][CH2:7][CH2:8][CH2:9][CH2:10][CH2:11][CH2:12][CH:13]=[CH:14][CH2:15][CH2:16][CH2:17][CH2:18][CH2:19][CH2:20][CH2:21][CH3:22] |f:2.3.4.5.6|. Procedure details: Following the procedure of Example 10, erucic acid was reacted with ethanolamine in the presence of titanium tetrabutylate as catalyst to form 2-(12-heneicosenyl)-2-oxazoline. The quantities used were as follows: